This data is from the Open Reaction Database (ORD), a public repository of structured organic reaction records. The task is: describe an organic reaction: reactants, conditions, products, and yield Reactants: C(C)(C)(C)OC(=O)N1CCC(CC1)(CCO)C(=O)OCC (4-ethoxycarbonyl-4-(2-hydroxyethyl)piperidine-1-carboxylic acid tert-butyl ester), C(O)([O-])=O.[Na+] (sodium hydrogencarbonate), CS(=O)(=O)Cl (methanesulfonyl chloride). The solvent is C(C)N(CC)CC (triethylamine), C(Cl)Cl (methylene chloride). Conditions: time 1 hour. Yields the product C(C)(C)(C)OC(=O)N1CCC(CC1)(CCOS(=O)(=O)C)C(=O)OCC (4-Ethoxycarbonyl-4-(2-methanesulfonyloxyethyl)piperidine-1-carboxylic Acid tert-Butyl Ester). Reaction SMILES: [C:1]([O:5][C:6]([N:8]1[CH2:13][CH2:12][C:11]([C:17]([O:19][CH2:20][CH3:21])=[O:18])([CH2:14][CH2:15][OH:16])[CH2:10][CH2:9]1)=[O:7])([CH3:4])([CH3:3])[CH3:2].[CH3:22][S:23](Cl)(=[O:25])=[O:24].C(=O)([O-])O.[Na+]>C(N(CC)CC)C.C(Cl)Cl>[C:1]([O:5][C:6]([N:8]1[CH2:13][CH2:12][C:11]([C:17]([O:19][CH2:20][CH3:21])=[O:18])([CH2:14][CH2:15][O:16][S:23]([CH3:22])(=[O:25])=[O:24])[CH2:10][CH2:9]1)=[O:7])([CH3:3])([CH3:4])[CH3:2] |f:2.3|. Reported procedure: To a solution of 4-ethoxycarbonyl-4-(2-hydroxyethyl)piperidine-1-carboxylic acid tert-butyl ester (1.92 g) in a mixture of triethylamine (1.15 ml) and methylene chloride (40 ml) was added methanesulfonyl chloride (0.592 ml) at −78° C., and the mixture was stirred for 1 hour. After completion of the reaction, aqueous sodium hydrogencarbonate was added and the organic layer was separated and dried over anhydrous magnesium sulfate. The solvent was evaporated and the obtained residue was purified by... The reactants are Cl (hydrochloride), O1CCCC1 (tetrahydrofuran), FC=1C=C(OCC(=O)OCC)C=C(C1C(C(F)(F)F)(C)C)F (ethyl [3,5-difluoro-4-(2,2,2-trifluoro-1,1-dimethylethyl)phenoxy]acetate), [OH-].[Na+] (sodium hydroxide). Solvent: CO (methanol). Reaction conditions: temperature 60 celsius, time 30 minute. Yields the product FC=1C=C(OCC(=O)O)C=C(C1C(C(F)(F)F)(C)C)F ([3,5-DIFLUORO-4-(2,2,2-TRIFLUORO-1,1-DIMETHYLETHYL)PHENOXY]ACETIC ACID). Isolated yield 99.0%. Reaction SMILES: O1CCCC1.[F:6][C:7]1[CH:8]=[C:9]([CH:17]=[C:18]([F:27])[C:19]=1[C:20]([CH3:26])([CH3:25])[C:21]([F:24])([F:23])[F:22])[O:10][CH2:11][C:12]([O:14]CC)=[O:13].[OH-].[Na+].Cl>CO>[F:6][C:7]1[CH:8]=[C:9]([CH:17]=[C:18]([F:27])[C:19]=1[C:20]([CH3:25])([CH3:26])[C:21]([F:22])([F:23])[F:24])[O:10][CH2:11][C:12]([OH:14])=[O:13] |f:2.3|. Reported procedure: To a tetrahydrofuran (1 ml) solution of ethyl [3,5-difluoro-4-(2,2,2-trifluoro-1,1-dimethylethyl)phenoxy]acetate (267 mg, 0.82 mmol) and methanol (1.5 ml) was added 2 N sodium hydroxide aqueous solution (1 ml) and the mixture was stirred at 60° C. for 30 minutes. After the reaction was complete, the basic mixture was acidified with 2 N hydrochloride aqueous solution and the product was extracted with ethyl acetate which was dried over sodium sulfate. The organic layer was filtered and concentrat... Reactants: CN1CCC(O)CC1, N#Cc1cccc(F)c1, [H-], [K+], [Na+], CN(C)C=O, O=S(=O)([O-])O. Yields the product CN1CCC(Oc2cccc(C#N)c2)CC1. As a reaction SMILES: [CH3:1][N:2]1[CH2:3][CH2:4][CH:5]([OH:8])[CH2:6][CH2:7]1.[F:11][c:12]1[cH:13][c:14]([C:15]#[N:16])[cH:17][cH:18][cH:19]1.[H-:10].[K+:30].[Na+:9].[O:20]=[CH:21][N:22]([CH3:23])[CH3:24].[S:25](=[O:26])(=[O:27])([OH:28])[O-:29]>>[CH3:1][N:2]1[CH2:3][CH2:4][CH:5]([O:8][c:12]2[cH:13][c:14]([C:15]#[N:16])[cH:17][cH:18][cH:19]2)[CH2:6][CH2:7]1. The reactants are C1=CC(=CC2=C1CNC1=C(S2)C=CC=C1)C(=O)OC (Methyl 10,11-dihydrodibenzo[b,f][1,4]thiazepin-3-carboxylate), C(C)O (ethanol), [OH-].[K+] (potassium hydroxide), O (water). Run in O1CCOCC1 (dioxane). The product is C1=CC(=CC2=C1CNC1=C(S2)C=CC=C1)C(=O)O (10,11-dihydrodibenzo[b,f][1,4]thiazepin-3-carboxylic Acid). Reaction SMILES: [CH:1]1[C:6]2[CH2:7][NH:8][C:9]3[CH:15]=[CH:14][CH:13]=[CH:12][C:10]=3[S:11][C:5]=2[CH:4]=[C:3]([C:16]([O:18]C)=[O:17])[CH:2]=1.[OH-].[K+].O.C(O)C>O1CCOCC1>[CH:1]1[C:6]2[CH2:7][NH:8][C:9]3[CH:15]=[CH:14][CH:13]=[CH:12][C:10]=3[S:11][C:5]=2[CH:4]=[C:3]([C:16]([OH:18])=[O:17])[CH:2]=1 |f:1.2|. Procedure: Stir a mixture of 136 mg. (0.5 mmole) of the ester of Example 7, 65.9 mg. (1 mmole) of 85% aqueous potassium hydroxide, 0.65 ml. of water, 3.25 ml. of ethanol, and 0.325 ml. of dioxane under argon at room temperature for 12 hours. Evaporate the mixture to dryness. Dissolve the residue in water and acidify with acetic acid. Recover the precipitate by filtration and wash with water. Dry in vacuo over calcium chloride and recrystallize from acetonitrile to obtain the title product (sinters and dark... Reactants: [OH-].[Na+] (sodium hydroxide), C(C)(C)(C)OC(\C=C\C1=CC(=C(C=C1)OCCC)C=1NC(C2=C(N1)N(N=C2C)CCC)=O)=O ((E)-3-(3-methyl-4-oxo-1-n-propyl-1,5-dihydro-4H-pyrazolo[3,4-d]pyrimidin-6-yl)-4-n-propoxycinnamic acid t-butyl ester). Solvent: CO (methanol). Yields the product CC1=NN(C=2N=C(NC(C21)=O)C=2C=C(/C=C/C(=O)O)C=CC2OCCC)CCC ((E)-3-(3-Methyl-4-oxo-1-n-propyl-1,5-dihydro-4H-pyrazolo[3,4-d]pyrimidin-6-yl)-4-n-propoxycinnamic acid). Isolated yield 11.4%. Reaction SMILES: [OH-].[Na+].C([O:7][C:8](=[O:35])/[CH:9]=[CH:10]/[C:11]1[CH:16]=[CH:15][C:14]([O:17][CH2:18][CH2:19][CH3:20])=[C:13]([C:21]2[NH:22][C:23](=[O:34])[C:24]3[C:29]([CH3:30])=[N:28][N:27]([CH2:31][CH2:32][CH3:33])[C:25]=3[N:26]=2)[CH:12]=1)(C)(C)C>CO>[CH3:30][C:29]1[C:24]2[C:23](=[O:34])[NH:22][C:21]([C:13]3[CH:12]=[C:11]([CH:16]=[CH:15][C:14]=3[O:17][CH2:18][CH2:19][CH3:20])/[CH:10]=[CH:9]/[C:8]([OH:35])=[O:7])=[N:26][C:25]=2[N:27]([CH2:31][CH2:32][CH3:33])[N:28]=1 |f:0.1|. Procedure details: 2N Aqueous sodium hydroxide solution (8.0 ml, 0.016 mol) was added to a solution of (E)-3-(3-methyl-4-oxo-1-n-propyl-1,5-dihydro-4H-pyrazolo[3,4-d]pyrimidin-6-yl)-4-n-propoxycinnamic acid t-butyl ester (Example 12; 1.8 g, 0.004 mol) in methanol (8 ml) and the mixture heated under reflux for 5 hours. The methanol was removed by evaporation under vacuum and the aqueous solution acidified to pH 1 with 2N hydrochloric acid. Exhaustive extraction of the product with 10% methanol in ethyl acetate was ... Reactants: C(C)OCC(=O)Cl (ethoxyacetyl chloride), C(C1=CC=CC=C1)[C@@H]1NC(OC1)=O ((S)-4-benzyloxazolidin-2-one), C(CCC)[Li] (n-butyllithium), O (water). Run in O1CCCC1 (tetrahydrofuran), O1CCCC1 (tetrahydrofuran), O1CCCC1 (tetrahydrofuran). Yields the product C(C1=CC=CC=C1)[C@@H]1N(C(OC1)=O)C(COCC)=O ((S)-4-Benzyl-3-(ethoxyacetyl)oxazolidin-2-one). Reaction SMILES: [CH2:1]([C@H:8]1[CH2:12][O:11][C:10](=[O:13])[NH:9]1)[C:2]1[CH:7]=[CH:6][CH:5]=[CH:4][CH:3]=1.C([Li])CCC.[CH2:19]([O:21][CH2:22][C:23](Cl)=[O:24])[CH3:20].O>O1CCCC1>[CH2:1]([C@H:8]1[CH2:12][O:11][C:10](=[O:13])[N:9]1[C:23](=[O:24])[CH2:22][O:21][CH2:19][CH3:20])[C:2]1[CH:3]=[CH:4][CH:5]=[CH:6][CH:7]=1. Reported procedure: To a solution of (S)-4-benzyloxazolidin-2-one (4.4 g, 25 mmol) in dry tetrahydrofuran (20 ml), cooled to -78° C., was added n-butyllithium (2.5M solution in hexane, 10 ml, 25 mmol) dropwise. Another 20 ml of tetrahydrofuran was added to facilitate stirring. A solution of ethoxyacetyl chloride (3.0 g, 25 mmol) in tetrahydrofuran (5 ml) was added and the mixture was stirred at -78° C. for 30 minutes, then warmed to room temperature, poured into water and extracted with ethyl acetate (3×). The comb...